Dataset: the Open Reaction Database (ORD), a public repository of structured organic reaction records. Task: describe an organic reaction: reactants, conditions, products, and yield Reactants: C, N#Cc1ccccc1-c1cc(-c2ccccn2)cn(-c2cccc(OCc3ccccc3)c2)c1=O, CO, [H][H], [Pd]. Yields the product N#Cc1ccccc1-c1cc(-c2ccccn2)cn(-c2cccc(O)c2)c1=O. RXN SMILES: [C:40].[CH2:1]([c:2]1[cH:3][cH:4][cH:5][cH:6][cH:7]1)[O:8][c:9]1[cH:10][c:11](-[n:15]2[c:16](=[O:35])[c:17](-[c:27]3[c:28]([C:33]#[N:34])[cH:29][cH:30][cH:31][cH:32]3)[cH:18][c:19](-[c:21]3[n:22][cH:23][cH:24][cH:25][cH:26]3)[cH:20]2)[cH:12][cH:13][cH:14]1.[CH3:36][OH:37].[H:38][H:39].[Pd:41]>>[OH:8][c:9]1[cH:10][c:11](-[n:15]2[c:16](=[O:35])[c:17](-[c:27]3[c:28]([C:33]#[N:34])[cH:29][cH:30][cH:31][cH:32]3)[cH:18][c:19](-[c:21]3[n:22][cH:23][cH:24][cH:25][cH:26]3)[cH:20]2)[cH:12][cH:13][cH:14]1. Starting materials: C(#N)CCC1=NC=C(C=C1)CCC#N (2,5-di(2-cyanoethyl)pyridine). Yield: 89.5%. Procedure: A solution of 2,5-di(2-cyanoethyl)pyridine from Step C (3.16 g) was dissolved in 7N ammonia in methanol solution (45 mL) and hydrogenated under 40 psi of hydrogen gas pressure at 50° C. in the presence of Raney nickel (1.6 g) for 20 h. The catalyst was filtered through solka floc® and washed with methanol. The filtrate and wash were combined and concentrated under reduced pressure to give 2,5-di(3-aminopropyl)pyridine (I)(2.95 g). The reagents and catalysts are [Ni] (Raney nickel). The solvent is N (ammonia), CO (methanol), [H][H] (hydrogen). Reaction SMILES: [C:1]([CH2:3][CH2:4][C:5]1[CH:10]=[CH:9][C:8]([CH2:11][CH2:12][C:13]#[N:14])=[CH:7][N:6]=1)#[N:2]>N.CO.[H][H].[Ni]>[NH2:2][CH2:1][CH2:3][CH2:4][C:5]1[CH:10]=[CH:9][C:8]([CH2:11][CH2:12][CH2:13][NH2:14])=[CH:7][N:6]=1. The product is NCCCC1=NC=C(C=C1)CCCN (2,5-di(3-aminopropyl)pyridine). Reactants: N1C=NC(=C1)CO ((1H-imidazol-4-yl)methanol), N1C=NC=C1 (imidazole), CC(C)(C)[Si](C1=CC=CC=C1)(C2=CC=CC=C2)Cl (TBDPSCl). Run in CN(C)C=O (DMF). Reaction conditions: temperature 50 celsius. Product: [Si](C1=CC=CC=C1)(C1=CC=CC=C1)(C(C)(C)C)OCC=1N=CNC1 (4-(((tert-butyldiphenylsilyl)oxy)methyl)-1H-imidazole). Isolated yield 97.1%. As a reaction SMILES: [NH:1]1[CH:5]=[C:4]([CH2:6][OH:7])[N:3]=[CH:2]1.N1C=CN=C1.[CH3:13][C:14]([Si:17](Cl)([C:24]1[CH:29]=[CH:28][CH:27]=[CH:26][CH:25]=1)[C:18]1[CH:23]=[CH:22][CH:21]=[CH:20][CH:19]=1)([CH3:16])[CH3:15]>CN(C=O)C>[Si:17]([O:7][CH2:6][C:4]1[N:3]=[CH:2][NH:1][CH:5]=1)([C:14]([CH3:16])([CH3:15])[CH3:13])([C:24]1[CH:25]=[CH:26][CH:27]=[CH:28][CH:29]=1)[C:18]1[CH:23]=[CH:22][CH:21]=[CH:20][CH:19]=1. Procedure details: A solution of (1H-imidazol-4-yl)methanol (14.6 g, 108 mmol) in DMF (100 mL) was treated with imidazole (22.16 g, 325 mmol) and TBDPSCl (29.8 g, 108 mmol) and the mixture was stirred and heated to 50° C. for 6 h. It was then allowed to cool to RT, poured onto H2O and extracted with DCM. The combined org. layers were dried over Na2SO4, filtered and concentrated in vacuo. Purification by flash chromatography (SiO2, DCM/MeOH 100:0 to 90:10) afforded the title compound (35.3 g). UPLC-MS: MS 337.2 (M+... Starting materials: C(C)C1(CCN(CC1)C1=NC(=NS1)C=1C=C(C2=C(N=C(S2)NC(NCC)=O)C1)C1=NC=CC=C1)C(=O)OCC (Ethyl 4-ethyl-1-(3-{2-[(ethylcarbamoyl)amino]-7-(pyridin-2-yl)-1,3-benzothiazol-5-yl}-1,2,4-thiadiazol-5-yl)piperidine-4-carboxylate), [OH-].[Na+] (NaOH). Solvent: CCO (EtOH). Product: C(C)C1(CCN(CC1)C1=NC(=NS1)C=1C=C(C2=C(N=C(S2)NC(NCC)=O)C1)C1=NC=CC=C1)C(=O)O (4-ethyl-1-(3-{2-[(ethylcarbamoyl)amino]-7-(pyridin-2-yl)-1,3-benzothiazol-5-yl}-1,2,4-thiadiazol-5-yl)piperidine-4-carboxylic acid). Isolated yield 37.2%. RXN SMILES: [CH2:1]([C:3]1([C:35]([O:37]CC)=[O:36])[CH2:8][CH2:7][N:6]([C:9]2[S:13][N:12]=[C:11]([C:14]3[CH:15]=[C:16]([C:29]4[CH:34]=[CH:33][CH:32]=[CH:31][N:30]=4)[C:17]4[S:21][C:20]([NH:22][C:23](=[O:27])[NH:24][CH2:25][CH3:26])=[N:19][C:18]=4[CH:28]=3)[N:10]=2)[CH2:5][CH2:4]1)[CH3:2].[OH-].[Na+]>CCO>[CH2:1]([C:3]1([C:35]([OH:37])=[O:36])[CH2:8][CH2:7][N:6]([C:9]2[S:13][N:12]=[C:11]([C:14]3[CH:15]=[C:16]([C:29]4[CH:34]=[CH:33][CH:32]=[CH:31][N:30]=4)[C:17]4[S:21][C:20]([NH:22][C:23](=[O:27])[NH:24][CH2:25][CH3:26])=[N:19][C:18]=4[CH:28]=3)[N:10]=2)[CH2:5][CH2:4]1)[CH3:2] |f:1.2|. Reported procedure: Ethyl 4-ethyl-1-(3-{2-[(ethylcarbamoyl)amino]-7-(pyridin-2-yl)-1,3-benzothiazol-5-yl}-1,2,4-thiadiazol-5-yl)piperidine-4-carboxylate (70 mg, 0.09 mmol) was dissolved in EtOH (15 mL) and 2M aqueous NaOH (5 mL) and stirred at 90° C. for 18 h. The reaction was cooled to rt and concentrated to ˜⅕ volume. Water (10 mL) and DCM (10 mL) were added and the aqueous layer separated, the organic layer discarded and the aqueous layer acidified to pH˜2 and extracted with DCM (3×10 mL). The organic layers wer... Starting materials: C(CC)C1=NC2=C(N1CC1=CC=C(C=C1)C1=C(C=CC=C1)C#N)C=C(C=C2C)C=2N=CN(C2)C(C)C (4'-[(2-n-propyl-4-methyl-6-(1-isopropyl-imidazol-4-yl)-benzimidazol-1-yl)-methyl]-2-cyano-biphenyl), [N-]=[N+]=[N-].[Na+] (sodium azide). Solvent: CN(C=O)C (dimethylformamide). The product is C(CC)C1=NC2=C(N1CC1=CC=C(C=C1)C1=C(C=CC=C1)C1=NN=NN1)C=C(C=C2C)C=2N=CN(C2)C(C)C (4'-[(2-n-Propyl-4-methyl-6-(1-isopropyl-imidazol-4-yl)-benzimidazol-1-yl)-methyl]-2-(1H-tetrazol-5-yl)-biphenyl). Reaction SMILES: [CH2:1]([C:4]1[N:8]([CH2:9][C:10]2[CH:15]=[CH:14][C:13]([C:16]3[CH:21]=[CH:20][CH:19]=[CH:18][C:17]=3[C:22]#[N:23])=[CH:12][CH:11]=2)[C:7]2[CH:24]=[C:25]([C:29]3[N:30]=[CH:31][N:32]([CH:34]([CH3:36])[CH3:35])[CH:33]=3)[CH:26]=[C:27]([CH3:28])[C:6]=2[N:5]=1)[CH2:2][CH3:3].[N-:37]=[N+:38]=[N-:39].[Na+]>CN(C)C=O>[CH2:1]([C:4]1[N:8]([CH2:9][C:10]2[CH:15]=[CH:14][C:13]([C:16]3[CH:21]=[CH:20][CH:19]=[CH:18][C:17]=3[C:22]3[NH:39][N:38]=[N:37][N:23]=3)=[CH:12][CH:11]=2)[C:7]2[CH:24]=[C:25]([C:29]3[N:30]=[CH:31][N:32]([CH:34]([CH3:35])[CH3:36])[CH:33]=3)[CH:26]=[C:27]([CH3:28])[C:6]=2[N:5]=1)[CH2:2][CH3:3] |f:1.2|. Reported procedure: Prepared analogously to Example 89 from 4'-[(2-n-propyl-4-methyl-6-(1-isopropyl-imidazol-4-yl)-benzimidazol-1-yl)-methyl]-2-cyano-biphenyl and sodium azide in dimethylformamide. Starting materials: Cl (hydrochloric acid), NCCN1CCCCC1 (N-(2-Aminoethyl)piperidine), [C@@H]12[C@@H](CC=CC1)C(=O)OC2=O (cis-4-cyclohexene-1,2-dicarboxylic anhydride), compound, [BH4-].[Na+] (sodium borohydride). The solvent is CC(C)O (2-propanol), O (water). Conditions: temperature 140 celsius, time 6 hour. Yields the product OCC1CC=CCC1C(=O)NCCN1CCCCC1 (6-(Hydroxymethyl)-N-(2-piperidinoethyl)-3-cyclohexene-1-carboxamide). Reaction SMILES: [NH2:1][CH2:2][CH2:3][N:4]1[CH2:9][CH2:8][CH2:7][CH2:6][CH2:5]1.[C@@H:10]12[C:19](=O)[O:18][C:16](=[O:17])[C@@H:11]1[CH2:12][CH:13]=[CH:14][CH2:15]2.[BH4-].[Na+].Cl>O.CC(O)C>[OH:18][CH2:19][CH:10]1[CH:11]([C:16]([NH:1][CH2:2][CH2:3][N:4]2[CH2:9][CH2:8][CH2:7][CH2:6][CH2:5]2)=[O:17])[CH2:12][CH:13]=[CH:14][CH2:15]1 |f:2.3|. Procedure: N-(2-Aminoethyl)piperidine (2.11 g) was added to cis-4-cyclohexene-1,2-dicarboxylic anhydride (2.50 g) and stirred for 6 hours at 140° C. The reaction mixture was suspended into a mixed solution of 2-propanol (125 ml) and water (21 ml) and then sodium borohydride (3.12 g) was added thereto at room temperature. After being stirred for 68 hours at room temperature, the reaction mixture was acidified with dilute hydrochloric acid and then concentrated. The residue was adjusted to pH 9 with saturate...